This data is from the Open Reaction Database (ORD), a public repository of structured organic reaction records. The task is: describe an organic reaction: reactants, conditions, products, and yield The reactants are CCCCC(C)C(=O)Cl, CCCCC(C)C(=O)N=C=S, CCO, CCCCC(C)C(=O)O, Cc1ccccc1, COc1cc2nccc(Oc3ccc(N)cc3Cl)c2cc1OC, O=S(Cl)Cl. Yields the product CCCCC(C)C(=O)NC(=S)Nc1ccc(Oc2ccnc3cc(OC)c(OC)cc23)c(Cl)c1. RXN SMILES: [CH3:14][CH:15]([CH2:16][CH2:17][CH2:18][CH3:19])[C:20]([Cl:21])=[O:22].[CH3:23][CH:24]([C:25](=[O:26])[N:27]=[C:28]=[S:29])[CH2:30][CH2:31][CH2:32][CH3:33].[CH3:57][CH2:58][OH:59].[CH3:5][CH:6]([CH2:7][CH2:8][CH2:9][CH3:10])[C:11]([OH:12])=[O:13].[CH3:60][c:61]1[cH:62][cH:63][cH:64][cH:65][cH:66]1.[Cl:34][c:35]1[cH:36][c:37]([NH2:38])[cH:39][cH:40][c:41]1[O:42][c:43]1[cH:44][cH:45][n:46][c:47]2[cH:48][c:49]([O:55][CH3:56])[c:50]([O:53][CH3:54])[cH:51][c:52]12.[S:1]([Cl:2])([Cl:3])=[O:4]>>[CH3:23][CH:24]([C:25](=[O:26])[NH:27][C:28](=[S:29])[NH:38][c:37]1[cH:36][c:35]([Cl:34])[c:41]([O:42][c:43]2[cH:44][cH:45][n:46][c:47]3[cH:48][c:49]([O:55][CH3:56])[c:50]([O:53][CH3:54])[cH:51][c:52]23)[cH:40][cH:39]1)[CH2:30][CH2:31][CH2:32][CH3:33]. Starting materials: [C-]#N.[Na+] (sodium cyanide), resultant product, COC1=CC=C(C=C1)N1C2=CC=CC=C2C=2C=C(C=CC12)C=C(C1=CC(=CC(=C1)C(F)(F)F)C(F)(F)F)C#N (N-(4-methoxyphenyl)-3-(2-cyano-2-(3,5-bis(trifluoromethyl) phenyl)ethenyl)carbazole), resultant solution, C(C)(=O)[O-].C(C)(=O)[O-].C(C)(=O)[O-].C(C)(=O)[O-].[Pb+4] (lead tetraacetate). Solvent: O (water), C(Cl)(Cl)Cl (chloroform), CN(C=O)C (N,N-dimethylformamide), O (water). Conditions: time 10 minute. Yields the product COC1=CC=C(C=C1)N1C2=CC=CC=C2C=2C=C(C=CC12)C(=C(C1=CC(=CC(=C1)C(F)(F)F)C(F)(F)F)C#N)C#N (N-(4-methoxyphenyl)-3-(1,2-dicyano-2-(3,5-bis(trifluoromethyl)phenyl)ethenyl)carbazole). Isolated yield 19.2%. Reaction SMILES: [CH3:1][O:2][C:3]1[CH:8]=[CH:7][C:6]([N:9]2[C:21]3[CH:20]=[CH:19][C:18]([CH:22]=[C:23]([C:38]#[N:39])[C:24]4[CH:29]=[C:28]([C:30]([F:33])([F:32])[F:31])[CH:27]=[C:26]([C:34]([F:37])([F:36])[F:35])[CH:25]=4)=[CH:17][C:16]=3[C:15]3[C:10]2=[CH:11][CH:12]=[CH:13][CH:14]=3)=[CH:5][CH:4]=1.[C-:40]#[N:41].[Na+].C([O-])(=O)C.C([O-])(=O)C.C([O-])(=O)C.C([O-])(=O)C.[Pb+4]>CN(C)C=O.O.C(Cl)(Cl)Cl>[CH3:1][O:2][C:3]1[CH:4]=[CH:5][C:6]([N:9]2[C:21]3[CH:20]=[CH:19][C:18]([C:22]([C:40]#[N:41])=[C:23]([C:38]#[N:39])[C:24]4[CH:29]=[C:28]([C:30]([F:31])([F:32])[F:33])[CH:27]=[C:26]([C:34]([F:37])([F:35])[F:36])[CH:25]=4)=[CH:17][C:16]=3[C:15]3[C:10]2=[CH:11][CH:12]=[CH:13][CH:14]=3)=[CH:7][CH:8]=1 |f:1.2,3.4.5.6.7|. Reported procedure: 0.50 g (0.93 mmol) of N-(4-methoxyphenyl)-3-(2-cyano-2-(3,5-bis(trifluoromethyl) phenyl)ethenyl)carbazole and 5 ml of N,N-dimethylformamide as solvent were placed in a 200 ml four-necked flask with a mechanical stirrer and bulb-shaped cooler. To this was added an aqueous solution prepared from 0.05 g (1.00 mmol) of sodium cyanide and 0.5 ml of water, which was stirred for 10 minutes. Further, 0.44 g (1.00 mmol) of lead tetraacetate was added. The resultant product was subjected to the reaction f... The reactants are C1(=CC=CC=C1)S(=O)C1=CC=CC=C1 (diphenylsulfoxide), C1(=CC=CC=C1)SC1=CC=CC=C1 (diphenylsulfide), FC(C(=O)OC(C(F)(F)F)=O)(F)F (trifluoroacetic anhydride), FC(C(C(C(S(=O)(=O)O)(F)F)(F)F)(F)F)(F)F (nonafluorobutanesulfonic acid). Run in ClCCl (dichloromethane). Conditions: time 2 hour. Yields the product FC(C(C(C(S(=O)(=O)[O-])(F)F)(F)F)(F)F)(F)F.C1(=CC=CC=C1)[S+](C1=CC=C(C=C1)SC1=CC=CC=C1)C1=CC=CC=C1 (diphenyl-4-phenylthiophenylsulfonium nonafluorobutanesulfonate). Yield: 78.0%. Reaction SMILES: [C:1]1([S:7]([C:9]2[CH:14]=[CH:13][CH:12]=[CH:11][CH:10]=2)=O)[CH:6]=[CH:5][CH:4]=[CH:3][CH:2]=1.[C:15]1([S:21]C2C=CC=CC=2)[CH:20]=[CH:19][CH:18]=[CH:17][CH:16]=1.FC(F)(F)C(O[C:33](=O)[C:34](F)(F)F)=O.[F:41][C:42]([F:57])([F:56])[C:43]([F:55])([F:54])[C:44]([F:53])([F:52])[C:45]([F:51])([F:50])[S:46]([OH:49])(=[O:48])=[O:47]>ClCCl>[F:57][C:42]([F:41])([F:56])[C:43]([F:54])([F:55])[C:44]([F:52])([F:53])[C:45]([F:50])([F:51])[S:46]([O-:49])(=[O:48])=[O:47].[C:1]1([S+:7]([C:34]2[CH:33]=[CH:45][CH:44]=[CH:43][CH:42]=2)[C:9]2[CH:14]=[CH:13][C:12]([S:21][C:15]3[CH:20]=[CH:19][CH:18]=[CH:17][CH:16]=3)=[CH:11][CH:10]=2)[CH:6]=[CH:5][CH:4]=[CH:3][CH:2]=1 |f:5.6|. Procedure details: In 50 ml of dichloromethane were dissolved 6.07 g (0.03 mol) of diphenylsulfoxide and 11.2 g (0.06 mol) of diphenylsulfide, and 7.56 g (0.036 mol) of trifluoroacetic anhydride was poured thereinto at 0° C. Then 9.0 g (0.03 mol) of nonafluorobutanesulfonic acid was added dropwise at 0 to 5° C., followed by gradually warming to room temperature and reacting for 2 hours with stirring. After completion of the reaction, the reaction solution was washed with 100 ml of water five times and concentrated... As a reaction SMILES: [CH3:1][n:2]1[n:3][cH:4][c:5](-[c:7]2[cH:8][c:9]([CH2:10][CH2:11][O:12][CH2:13][CH2:14][C:15](=[O:16])[OH:17])[cH:18][cH:19][cH:20]2)[cH:6]1.[CH3:21][O:22][CH:23]([CH2:24][NH:25][CH:26]1[CH2:27][CH2:28][CH2:29][CH2:30][CH2:31][CH2:32]1)[O:33][CH3:34].[CH3:35][CH2:36][O:37][C:38](=[O:39])[CH3:40].[CH3:41][CH2:42][CH2:43][CH:44]([CH3:45])[CH3:46]>>[CH3:1][n:2]1[n:3][cH:4][c:5](-[c:7]2[cH:8][c:9]([CH2:10][CH2:11][O:12][CH2:13][CH2:14][C:15](=[O:17])[N:25]([CH2:24][CH:23]([O:22][CH3:21])[O:33][CH3:34])[CH:26]3[CH2:27][CH2:28][CH2:29][CH2:30][CH2:31][CH2:32]3)[cH:18][cH:19][cH:20]2)[cH:6]1. Product: COC(CN(C(=O)CCOCCc1cccc(-c2cnn(C)c2)c1)C1CCCCCC1)OC. Starting materials: Cn1cc(-c2cccc(CCOCCC(=O)O)c2)cn1, COC(CNC1CCCCCC1)OC, CCOC(C)=O, CCCC(C)C. Reaction conditions: time 2 hour. Reaction SMILES: [H-].[Al+3].[Li+].[H-].[H-].[H-].C([O:10][C:11]1[CH:12]=[C:13]([CH:21]=[CH:22][CH:23]=1)[O:14][CH2:15][C:16](OCC)=[O:17])(=O)C>O1CCCC1>[OH:17][CH2:16][CH2:15][O:14][C:13]1[CH:12]=[C:11]([OH:10])[CH:23]=[CH:22][CH:21]=1 |f:0.1.2.3.4.5|. Solvent: O1CCCC1 (tetrahydrofuran). The reactants are [H-].[Al+3].[Li+].[H-].[H-].[H-] (lithium aluminum hydride), C(C)(=O)OC=1C=C(OCC(=O)OCC)C=CC1 (ethyl [3-(acetyloxy)phenoxy]acetate). Yields the product OCCOC=1C=C(C=CC1)O (3-(2-hydroxyethoxy)phenol). Procedure: To a solution of lithium aluminum hydride (455 mg, 12 mmol) in tetrahydrofuren was dropped ethyl [3-(acetyloxy)phenoxy]acetate (1.19 g, 5 mmol) in tetrahydrofuran (20 ml) at room temperature, and the mixture was stirred for 2 hours at room temperature. The reaction was quenched by 10% hydrochloric acid and the mixture was extracted with ethyl acetate. The organic layer was washed with water, 10% hydrochloric acid, an aqueous saturated sodium hydrogencarbonate solution and an aqueous saturated so... The reactants are Brc1cccc(Br)c1, C1CCOC1, CC(C)[Mg+], [Cl-], [Cl-], [Li+], O=C1CCN(C(=O)OCc2ccccc2)CC1. Product: O=C(OCc1ccccc1)N1CC=C(c2cccc(Br)c2)CC1. RXN SMILES: [Br:8][c:9]1[cH:10][cH:11][cH:12][c:13]([Br:14])[cH:15]1.[CH2:33]1[O:34][CH2:35][CH2:36][CH2:37]1.[CH:4]([Mg+:5])([CH3:6])[CH3:7].[Cl-:1].[Cl-:3].[Li+:2].[O:16]=[C:17]1[CH2:18][CH2:19][N:20]([C:23](=[O:24])[O:25][CH2:26][c:27]2[cH:28][cH:29][cH:30][cH:31][cH:32]2)[CH2:21][CH2:22]1>>[c:9]1([C:17]2=[CH:18][CH2:19][N:20]([C:23](=[O:24])[O:25][CH2:26][c:27]3[cH:28][cH:29][cH:30][cH:31][cH:32]3)[CH2:21][CH2:22]2)[cH:10][cH:11][cH:12][c:13]([Br:14])[cH:15]1. Starting materials: C1COCCN1, C1CCOC1, c1ccc2c(c1)NCc1c(-c3noc(C4CC4)n3)ncn1-2, CCN(C(C)C)C(C)C, O=C(Cl)Cl. Product: O=C(N1CCOCC1)N1Cc2c(-c3noc(C4CC4)n3)ncn2-c2ccccc21. Reaction SMILES: [CH2:35]1[CH2:36][O:37][CH2:38][CH2:39][NH:40]1.[CH2:41]1[O:42][CH2:43][CH2:44][CH2:45]1.[CH:1]1([c:4]2[n:5][c:6](-[c:9]3[n:10][cH:11][n:12]4[c:13]3[CH2:14][NH:15][c:16]3[cH:17][cH:18][cH:19][cH:20][c:21]3-4)[n:7][o:8]2)[CH2:2][CH2:3]1.[CH:22]([N:23]([CH:24]([CH3:25])[CH3:26])[CH2:27][CH3:28])([CH3:29])[CH3:30].[Cl:31][C:32]([Cl:33])=[O:34]>>[CH:1]1([c:4]2[n:5][c:6](-[c:9]3[n:10][cH:11][n:12]4[c:13]3[CH2:14][N:15]([C:32](=[O:34])[N:40]3[CH2:35][CH2:36][O:37][CH2:38][CH2:39]3)[c:16]3[cH:17][cH:18][cH:19][cH:20][c:21]3-4)[n:7][o:8]2)[CH2:2][CH2:3]1.